From a dataset of the Open Reaction Database (ORD), a public repository of structured organic reaction records. describe an organic reaction: reactants, conditions, products, and yield Reactants: BrN1C(CCC1=O)=O (N-Bromosuccinimide), [N+](=O)([O-])C1=C(C=NC=C1)N[C@H](CO)C ((S)-2-(4-nitropyridin-3-ylamino)propane-1-ol). Solvent: C(C)#N (acetonitrile). Conditions: temperature 0 celsius. The product is BrC1=CC(=C(C=N1)N[C@H](CO)C)[N+](=O)[O-] ((S)-2-(6-bromo-4-nitropyridin-3-ylamino)propane-1-ol). Isolated yield 40.0%. As a reaction SMILES: [Br:1]N1C(=O)CCC1=O.[N+:9]([C:12]1[CH:17]=[CH:16][N:15]=[CH:14][C:13]=1[NH:18][C@@H:19]([CH3:22])[CH2:20][OH:21])([O-:11])=[O:10]>C(#N)C>[Br:1][C:16]1[N:15]=[CH:14][C:13]([NH:18][C@@H:19]([CH3:22])[CH2:20][OH:21])=[C:12]([N+:9]([O-:11])=[O:10])[CH:17]=1. Reported procedure: N-Bromosuccinimide (0.090 g, 0.507 mmol) was added in one portion to a 0° C. solution of (S)-2-(4-nitropyridin-3-ylamino)propane-1-ol (0.100 g, 0.507 mmol) in acetonitrile (2.0 mL). The mixture stirred at 0° C. and was allowed to warm to room temperature over 16 h. The solution was then concentrated to remove most (>90%) of the acetonitrile. Ethyl acetate was added, and the solution was washed with saturated aqueous sodium bicarbonate solution and brine, dried over anhydrous sodium sulfate, filt...